Dataset: the Open Reaction Database (ORD), a public repository of structured organic reaction records. Task: describe an organic reaction: reactants, conditions, products, and yield The reactants are NC1=C(C(=O)O)C=CC=N1 (2-aminonicotinic acid), [Br-].BrCCC[NH+]1CCCC1 (1-(3-bromopropyl)pyrrolidinium bromide), CN (methylamine), COC1=C(C=O)C=CC(=C1)O (2-methoxy-4-hydroxybenzaldehyde). Yields the product COC1=C(C=CC(=C1)OCCCN1CCCC1)C=1N(C(C2=C(N1)N=CC=C2)=O)C (2-[2-Methoxy-4-(3-pyrrolidin-1-ylpropoxy)phenyl]-3-methylpyrido[2,3-d]pyrimidin-4(3H)-one). Reaction SMILES: [NH2:1][C:2]1[N:10]=[CH:9][CH:8]=[CH:7][C:3]=1[C:4]([OH:6])=O.[CH3:11][NH2:12].[CH3:13][O:14][C:15]1[CH:22]=[C:21]([OH:23])[CH:20]=[CH:19][C:16]=1[CH:17]=O.[Br-].Br[CH2:26][CH2:27][CH2:28][NH+:29]1[CH2:33][CH2:32][CH2:31][CH2:30]1>>[CH3:13][O:14][C:15]1[CH:22]=[C:21]([O:23][CH2:26][CH2:27][CH2:28][N:29]2[CH2:33][CH2:32][CH2:31][CH2:30]2)[CH:20]=[CH:19][C:16]=1[C:17]1[N:12]([CH3:11])[C:4](=[O:6])[C:3]2[CH:7]=[CH:8][CH:9]=[N:10][C:2]=2[N:1]=1 |f:3.4|. Procedure: The entitled compound was obtained according to the method of Example 77 but using 2-aminonicotinic acid, methylamine, 2-methoxy-4-hydroxybenzaldehyde and 1-(3-bromopropyl)pyrrolidinium bromide. Reactants: CSC(=Nc1ccc(Cl)c(Cl)c1)NS(C)(=O)=O, CCOC(C)=O, O=S(=O)(Cl)Cl. Yields the product CS(=O)(=O)NC(Cl)=Nc1ccc(Cl)c(Cl)c1. Reaction SMILES: [CH3:1][S:2](=[O:3])(=[O:4])[NH:5][C:6]([S:7][CH3:8])=[N:9][c:10]1[cH:11][c:12]([Cl:17])[c:13]([Cl:16])[cH:14][cH:15]1.[CH3:23][CH2:24][O:25][C:26](=[O:27])[CH3:28].[S:18]([Cl:19])(=[O:20])([Cl:21])=[O:22]>>[CH3:1][S:2](=[O:3])(=[O:4])[NH:5][C:6](=[N:9][c:10]1[cH:11][c:12]([Cl:17])[c:13]([Cl:16])[cH:14][cH:15]1)[Cl:21]. Reported procedure: To a solution of 5-(4-chlorophenyl)-3,3,4-trimethyl-1,1-dioxo-2,3-dihydro-isothiazole, 1.5 g (5.5 mmol) in 150 mL of carbon tetrachloride was added 1.5 g (8.25 mmol) of N-bromosuccinimide and 0.13 g of 2,2′-azobis(2-methylpropionitrile). The mixture was heated to reflux for 4 h and then cooled to ambient temperature. Chloroform was added and the solution was washed with water, washed with brine, dried over sodium sulfate, filtered and concentrated to dryness. To a solution of the residue in 75 m... Yields the product ClC1=CC=C(C=C1)C1=C(C(NS1(=O)=O)(C)C)CNCC (N-(5-(4-Chlorophenyl)-3,3-dimethyl-1,1-dioxo-2,3-dihydroisothiazol-4-yl)methyl-N-ethylamine). RXN SMILES: [Cl:1][C:2]1[CH:7]=[CH:6][C:5]([C:8]2[S:12](=[O:14])(=[O:13])[NH:11][C:10]([CH3:16])([CH3:15])[C:9]=2[CH3:17])=[CH:4][CH:3]=1.Br[N:19]1C(=O)C[CH2:21][C:20]1=O.N(C(C)(C)C#N)=NC(C)(C)C#N.C(N)C>C(Cl)(Cl)(Cl)Cl.C(O)C.C(Cl)(Cl)Cl>[Cl:1][C:2]1[CH:3]=[CH:4][C:5]([C:8]2[S:12](=[O:14])(=[O:13])[NH:11][C:10]([CH3:16])([CH3:15])[C:9]=2[CH2:17][NH:19][CH2:20][CH3:21])=[CH:6][CH:7]=1. Reactants: ClC1=CC=C(C=C1)C1=C(C(NS1(=O)=O)(C)C)C (5-(4-chlorophenyl)-3,3,4-trimethyl-1,1-dioxo-2,3-dihydro-isothiazole), BrN1C(CCC1=O)=O (N-bromosuccinimide), N(=NC(C#N)(C)C)C(C#N)(C)C (2,2′-azobis(2-methylpropionitrile)), C(C)N (ethylamine). Isolated yield 12.0%. Conditions: time 24 hour. The solvent is C(Cl)(Cl)(Cl)Cl (carbon tetrachloride), C(C)O (ethanol), C(Cl)(Cl)Cl (Chloroform). Reactants: BrC1=CC=C(C=C1)C1=CC(=NN1CC1=CC=C(C(=O)O)C=C1)C1=CC(=CC(=C1)Cl)Cl (4-{[5-(4-bromophenyl)-3-(3,5-dichlorophenyl)-1H-pyrazole-1-yl]methyl}benzoic acid), ON1N=NC2=C1N=CC=C2 (1-hydroxy-7-azabenzo-triazole), C(C)(C)N(C(C)C)CC (N,N-diisopropylethyl amine), CN(C)C=O (DMF), Cl.CN(CCCN=C=NCC)C (3-(Dimethylamino)propyl-3-ethyl carbodiimide hydrochloride). Run in CCOC(=O)C (EtOAc). Run at time 18 hour. Yields the product BrC1=CC=C(C=C1)C1=CC(=NN1CC1=CC=C(C(=O)NCCC(=O)O)C=C1)C1=CC(=CC(=C1)Cl)Cl (N-(4-{[5-(4bromophenyl)-3-(3,5-dichlorophenyl)-1H-pyrazol-1-yl]methyl}benzoyl)-β-alanine). RXN SMILES: [Br:1][C:2]1[CH:7]=[CH:6][C:5]([C:8]2[N:12]([CH2:13][C:14]3[CH:22]=[CH:21][C:17]([C:18]([OH:20])=O)=[CH:16][CH:15]=3)[N:11]=[C:10]([C:23]3[CH:28]=[C:27]([Cl:29])[CH:26]=[C:25]([Cl:30])[CH:24]=3)[CH:9]=2)=[CH:4][CH:3]=1.[OH:31]N1C2N=CC=CC=2N=N1.C([N:44]([CH2:48][CH3:49])C(C)C)(C)C.Cl.CN(C)CCCN=C=NCC.CN([CH:65]=[O:66])C>CCOC(C)=O>[Br:1][C:2]1[CH:7]=[CH:6][C:5]([C:8]2[N:12]([CH2:13][C:14]3[CH:22]=[CH:21][C:17]([C:18]([NH:44][CH2:48][CH2:49][C:65]([OH:66])=[O:31])=[O:20])=[CH:16][CH:15]=3)[N:11]=[C:10]([C:23]3[CH:24]=[C:25]([Cl:30])[CH:26]=[C:27]([Cl:29])[CH:28]=3)[CH:9]=2)=[CH:4][CH:3]=1 |f:3.4|. Reported procedure: To a solution of the intermediate from step E (1.07 g, 2.13 mmol) in DMF (20 mL) was added 1-hydroxy-7-azabenzo-triazole (435 mg, 3.19 mmol), N,N-diisopropylethyl amine (557 μL, 3.19 mmol) β-alanine-t-butyl ester hydrochloride (465 mg, 2.55 mmol) and 1-(3-(Dimethylamino)propyl-3-ethyl carbodiimide hydrochloride (489 mg, 2.55 mmol). The reaction was left stirring at room temperature for 18 hours. The reaction was diluted with EtOAc (150 mL), washed with 1N HCl, saturated NaHCO3 solution, brine, d... Starting materials: CC1NC(=O)OC1=O, CN1CCOCC1, CCOC(C)=O, O=C(Cl)CCc1ccccc1. Product: CC1C(=O)OC(=O)N1C(=O)CCc1ccccc1. As a reaction SMILES: [CH3:1][CH:2]1[NH:3][C:4](=[O:8])[O:5][C:6]1=[O:7].[CH3:20][N:21]1[CH2:22][CH2:23][O:24][CH2:25][CH2:26]1.[CH3:27][CH2:28][O:29][C:30](=[O:31])[CH3:32].[c:9]1([CH2:15][CH2:16][C:17](=[O:18])[Cl:19])[cH:10][cH:11][cH:12][cH:13][cH:14]1>>[CH3:1][CH:2]1[N:3]([C:17]([CH2:16][CH2:15][c:9]2[cH:10][cH:11][cH:12][cH:13][cH:14]2)=[O:18])[C:4](=[O:8])[O:5][C:6]1=[O:7]. Reactants: O=C([O-])[O-], COC(=O)Cc1cccc(CBr)c1, CN(C)C=O, NC1CCN(c2nc3ccc(Cl)cc3s2)CC1, [K+], [K+], O. Yields the product COC(=O)Cc1cccc(CNC2CCN(c3nc4ccc(Cl)cc4s3)CC2)c1. RXN SMILES: [C:31](=[O:32])([O-:33])[O-:34].[CH3:18][O:19][C:20]([CH2:21][c:22]1[cH:23][c:24]([CH2:28][Br:29])[cH:25][cH:26][cH:27]1)=[O:30].[CH3:37][N:38]([CH3:39])[CH:40]=[O:41].[Cl:1][c:2]1[cH:3][c:4]2[c:5]([n:6][c:7]([N:9]3[CH2:10][CH2:11][CH:12]([NH2:15])[CH2:13][CH2:14]3)[s:8]2)[cH:16][cH:17]1.[K+:35].[K+:36].[OH2:42]>>[Cl:1][c:2]1[cH:3][c:4]2[c:5]([n:6][c:7]([N:9]3[CH2:10][CH2:11][CH:12]([NH:15][CH2:28][c:24]4[cH:23][c:22]([CH2:21][C:20]([O:19][CH3:18])=[O:30])[cH:27][cH:26][cH:25]4)[CH2:13][CH2:14]3)[s:8]2)[cH:16][cH:17]1. Reactants: BrC=1C=CC(=C(CNC(C(OC)OC)=O)C1)F (N-(5-bromo-2-fluorobenzyl)-2,2-dimethoxyacetamide), OS(=O)(=O)O (H2SO4), OS(=O)(=O)O.O=S(=O)=O (oleum), C(=O)(O)[O-].[Na+] (NaHCO3). Reaction conditions: temperature 85 celsius. Product: BrC1=C2C=C(N=CC2=C(C=C1)F)O (5-Bromo-8-fluoroisoquinolin-3-ol). RXN SMILES: [Br:1][C:2]1[CH:3]=[CH:4][C:5]([F:17])=[C:6]([CH:16]=1)[CH2:7][NH:8][C:9](=[O:15])[CH:10](OC)OC.OS(O)(=O)=O.OS(O)(=O)=O.O=S(=O)=O.C([O-])(O)=O.[Na+]>>[Br:1][C:2]1[CH:3]=[CH:4][C:5]([F:17])=[C:6]2[C:16]=1[CH:10]=[C:9]([OH:15])[N:8]=[CH:7]2 |f:2.3,4.5|. Procedure details: To N-(5-bromo-2-fluorobenzyl)-2,2-dimethoxyacetamide (12.0 g, 39 mmol) were added concentrated H2SO4 (21 mL) and oleum (30%, 25.0 mL, 394 mmol). The mixture was heated at 85° C. for 2 h. The reaction mixture was cooled to ambient temperature and poured slowly into a cold aqueous satd. solution of NaHCO3 in a beaker with efficient stirring (Note: frothing occurs). The solid that formed was filtered off, washed with water (50 mL), and dried in vacuo to give the title compound as yellow solid. 1H N...